Dataset: the Open Reaction Database (ORD), a public repository of structured organic reaction records. Task: describe an organic reaction: reactants, conditions, products, and yield Starting materials: C(=O)(O)[O-].[Na+] (NaHCO3), CCOC(=O)C (EtOAc), ClC=1C=C(C=CC1)[C@H]1C[C@](C(N([C@@H]1C1=CC=C(C=C1)Cl)[C@H](C=O)CC)=O)(C)CC(=O)OC (methyl 2-((3R,5R,6S)-5-(3-chlorophenyl)-6-(4-chlorophenyl)-3-methyl-2-oxo-1-((S)-1-oxobutan-2-yl)piperidin-3-yl)acetate). The reagents and catalysts are [CH3-].C[Al+]C.[CH-]1C=CC=C1.[CH-]1C=CC=C1.[Cl-].[Ti+3] (Tebbe reagent), [CH3-].C[Al+]C.[CH-]1C=CC=C1.[CH-]1C=CC=C1.[Cl-].[Ti+3] (Tebbe reagent). The solvent is C1(=CC=CC=C1)C (toluene). Conditions: temperature 0 celsius, time 30 minute. Yields the product ClC=1C=C(C=CC1)[C@H]1C[C@](C(N([C@@H]1C1=CC=C(C=C1)Cl)[C@H](C=C)CC)=O)(C)CC(=O)OC (Methyl 2-((3R,5R,6S)-5-(3-chlorophenyl)-6-(4-chlorophenyl)-3-methyl-2-oxo-1-((S)-pent-1-en-3-yl)piperidin-3-yl)acetate). Reaction SMILES: [Cl:1][C:2]1[CH:3]=[C:4]([C@@H:8]2[C@@H:13]([C:14]3[CH:19]=[CH:18][C:17]([Cl:20])=[CH:16][CH:15]=3)[N:12]([C@@H:21]([CH2:24][CH3:25])[CH:22]=O)[C:11](=[O:26])[C@:10]([CH2:28][C:29]([O:31][CH3:32])=[O:30])([CH3:27])[CH2:9]2)[CH:5]=[CH:6][CH:7]=1.[C:33]([O-])(O)=O.[Na+].CCOC(C)=O>C1(C)C=CC=CC=1.[CH3-].C[Al+]C.[CH-]1C=CC=C1.[CH-]1C=CC=C1.[Cl-].[Ti+3]>[Cl:1][C:2]1[CH:3]=[C:4]([C@@H:8]2[C@@H:13]([C:14]3[CH:15]=[CH:16][C:17]([Cl:20])=[CH:18][CH:19]=3)[N:12]([C@@H:21]([CH2:22][CH3:33])[CH:24]=[CH2:25])[C:11](=[O:26])[C@:10]([CH2:28][C:29]([O:31][CH3:32])=[O:30])([CH3:27])[CH2:9]2)[CH:5]=[CH:6][CH:7]=1 |f:1.2,5.6.7.8.9.10|. Procedure: Tebbe reagent (Bis(cyclopentadienyl)-μ-chloro(dimethylaluminum)-μ-methylenetitanium, 0.5 M solution in toluene, 1.7 mL, 0.85 mmol) was added dropwise over 5 minutes to a stirred solution of methyl 2-((3R,5R,6S)-5-(3-chlorophenyl)-6-(4-chlorophenyl)-3-methyl-2-oxo-1-((S)-1-oxobutan-2-yl)piperidin-3-yl)acetate (Example 415, Step A, 360 mg, 0.756 mmol) in toluene (4.7 mL) at 0° C. The reaction was stirred at 0° C. for 20 minutes and at rt for 30 minutes. The reaction was recooled to 0° C. and an ad...